Dataset: the Open Reaction Database (ORD), a public repository of structured organic reaction records. Task: describe an organic reaction: reactants, conditions, products, and yield The reactants are Cc1ccccc1, CCO, COc1ccc(Cc2ccc(I)cc2)cc1, [Na+], O=C([O-])O, O, c1ccc(P(c2ccccc2)(c2ccccc2)[Pd](P(c2ccccc2)(c2ccccc2)c2ccccc2)(P(c2ccccc2)(c2ccccc2)c2ccccc2)P(c2ccccc2)(c2ccccc2)c2ccccc2)cc1, OB(O)c1ccsc1. Product: COc1ccc(Cc2ccc(-c3ccsc3)cc2)cc1. RXN SMILES: [CH3:30][c:31]1[cH:32][cH:33][cH:34][cH:35][cH:36]1.[CH3:37][CH2:38][OH:39].[I:1][c:2]1[cH:3][cH:4][c:5]([CH2:6][c:7]2[cH:8][cH:9][c:10]([O:13][CH3:14])[cH:11][cH:12]2)[cH:15][cH:16]1.[Na+:21].[O-:17][C:18]([OH:19])=[O:20].[OH2:40].[cH:41]1[cH:42][cH:43][c:44]([P:45]([Pd:46]([P:47]([c:48]2[cH:49][cH:50][cH:51][cH:52][cH:53]2)([c:54]2[cH:55][cH:56][cH:57][cH:58][cH:59]2)[c:60]2[cH:61][cH:62][cH:63][cH:64][cH:65]2)([P:66]([c:67]2[cH:68][cH:69][cH:70][cH:71][cH:72]2)([c:73]2[cH:74][cH:75][cH:76][cH:77][cH:78]2)[c:79]2[cH:80][cH:81][cH:82][cH:83][cH:84]2)[P:85]([c:86]2[cH:87][cH:88][cH:89][cH:90][cH:91]2)([c:92]2[cH:93][cH:94][cH:95][cH:96][cH:97]2)[c:98]2[cH:99][cH:100][cH:101][cH:102][cH:103]2)([c:104]2[cH:105][cH:106][cH:107][cH:108][cH:109]2)[c:110]2[cH:111][cH:112][cH:113][cH:114][cH:115]2)[cH:116][cH:117]1.[s:22]1[cH:23][c:24]([B:27]([OH:28])[OH:29])[cH:25][cH:26]1>>[c:2]1(-[c:24]2[cH:23][s:22][cH:26][cH:25]2)[cH:3][cH:4][c:5]([CH2:6][c:7]2[cH:8][cH:9][c:10]([O:13][CH3:14])[cH:11][cH:12]2)[cH:15][cH:16]1.